From a dataset of the Open Reaction Database (ORD), a public repository of structured organic reaction records. describe an organic reaction: reactants, conditions, products, and yield The reactants are OCC(=O)C1=CC=CC=C1 (2-hydroxyacetophenone), CC1=CC(=NO1)C=O (5-methylisoxazole-3-carbaldehyde), O([Na])C (NaOCH3), C1CCOC1 (THF). Product: C1(=CC=CC=C1)C=CC(=O)C1=CC=CC=C1 (chalcone). Isolated yield 29.0%. As a reaction SMILES: O[CH2:2][C:3]([C:5]1[CH:10]=[CH:9][CH:8]=[CH:7][CH:6]=1)=[O:4].[CH3:11][C:12]1ON=C(C=O)[CH:13]=1.O(C)[Na].[CH2:22]1[CH2:26]O[CH2:24][CH2:23]1>>[C:22]1([CH:26]=[CH:2][C:3]([C:5]2[CH:10]=[CH:9][CH:8]=[CH:7][CH:6]=2)=[O:4])[CH:13]=[CH:12][CH:11]=[CH:24][CH:23]=1. Procedure details: 2.24 g (16.5 mmol) of 2-hydroxyacetophenone, 1.65 g of 5-methylisoxazole-3-carbaldehyde (14.9 mmol), and 10 ml of 25% NaOCH3 were reacted in 50 ml of dry THF to give 1.59 g (29%) of chalcone after purification. 1H NMR (300 MHz, CDCl3): δ 12.53 (s, 1H), 7.87 (d, d. J=0.6, 7.5 Hz, 1H), 7.80 (d, J=15.6 Hz, 1H), 7.69 (d, J=15.6 Hz, 1H), 7.56-7.51 (m, 1H), 7.05 (d, d, J=0.6, 8.4 Hz, 1H), 6.99-6.93 (m, 1H), 6.31 (d, J=0.3 Hz, 1H), 2.50 (s, 3H). The reactants are COC(=O)CN1CCN2N=CC=C21 (1-methoxycarbonylmethyl-2,3-dihydro-1H-imidazo[1,2-b]pyrazole), [NH4+] (ammonium). The solvent is C(C)O (ethanol). Reaction conditions: time 8 hour. Product: C(N)(=O)CN1CCN2N=CC=C21 (1-carbamoylmethyl-2,3-dihydro-1H-imidazo[1,2-b]pyrazole). Reaction SMILES: C[O:2][C:3]([CH2:5][N:6]1[C:13]2[N:9]([N:10]=[CH:11][CH:12]=2)[CH2:8][CH2:7]1)=O.[NH4+:14]>C(O)C>[C:3]([CH2:5][N:6]1[C:13]2[N:9]([N:10]=[CH:11][CH:12]=2)[CH2:8][CH2:7]1)(=[O:2])[NH2:14]. Procedure details: To a solution of 1-methoxycarbonylmethyl-2,3-dihydro-1H-imidazo[1,2-b]pyrazole (27 g) in ethanol (135 ml) was added 28% ammonium solution (100 ml). The mixture was stirred overnight at room temperature. The insoluble material was filtered off and the filtrate was evaporated to precipitate the crystals. The crystals were collected by filtration to give 1-carbamoylmethyl-2,3-dihydro-1H-imidazo[1,2-b]pyrazole (6 g). Starting materials: COC1=CC2=C(C=CN3C(C2)=NN=C3S(=O)(=O)C)C=C1 (9-methoxy-3-methylsulfonyl-11H-s-triazolo[3,4-b][3]benzazepine), C[O-].[Na+] (sodium methoxide). The product is COC1=NN=C2CC3=C(C=CN21)C=CC(=C3)OC (3,9-dimethoxy-11H-s-triazolo[3,4-b][3]benzazepine). As a reaction SMILES: [CH3:1][O:2][C:3]1[CH:20]=[CH:19][C:6]2[CH:7]=[CH:8][N:9]3[C:14](S(C)(=O)=O)=[N:13][N:12]=[C:10]3[CH2:11][C:5]=2[CH:4]=1.[CH3:21][O-:22].[Na+]>>[CH3:21][O:22][C:14]1[N:9]2[C:10]([CH2:11][C:5]3[CH:4]=[C:3]([O:2][CH3:1])[CH:20]=[CH:19][C:6]=3[CH:7]=[CH:8]2)=[N:12][N:13]=1 |f:1.2|. Procedure: The reaction of 9-methoxy-3-methylsulfonyl-11H-s-triazolo[3,4-b][3]benzazepine with sodium methoxide yielded 3,9-dimethoxy-11H-s-triazolo[3,4-b][3]benzazepine. Colorless needles (as recrystallized from aqueous acetone), melting point: 176°-177° C. Reactants: CC(=O)CC1=CNC2=CC=CC=C21 (indole-3-acetone), N1CCCCC1 (piperidine), C(C)(=O)O (acetic acid), C(C)(=O)O[BH-](OC(C)=O)OC(C)=O.[Na+] (sodium triacetoxyborohydride), C(O)([O-])=O.[Na+] (sodium hydrogen carbonate). Solvent: ClCCCl (1,2-dichloroethane). Reaction conditions: time 17 hour. Product: N1(CCCCC1)C(CC1=CNC2=CC=CC=C12)C (3-[2-(Piperidin-1-yl)prop-1-yl]-1H-indole). The yield is 42.7%. RXN SMILES: [CH3:1][C:2]([CH2:4][C:5]1[C:13]2[C:8](=[CH:9][CH:10]=[CH:11][CH:12]=2)[NH:7][CH:6]=1)=O.[NH:14]1[CH2:19][CH2:18][CH2:17][CH2:16][CH2:15]1.C(O)(=O)C.C(O[BH-](OC(=O)C)OC(=O)C)(=O)C.[Na+].C(=O)([O-])O.[Na+]>ClCCCl>[N:14]1([CH:2]([CH3:1])[CH2:4][C:5]2[C:13]3[C:8](=[CH:9][CH:10]=[CH:11][CH:12]=3)[NH:7][CH:6]=2)[CH2:19][CH2:18][CH2:17][CH2:16][CH2:15]1 |f:3.4,5.6|. Procedure details: To a solution of indole-3-acetone (5.0 g, 29 mmol) in anhydrous 1,2-dichloroethane (100 ml) under an atmosphere of nitrogen was added piperidine (2.9 ml, 29 mmol), and glacial acetic acid (1.66 ml, 29 mmol) followed by sodium triacetoxyborohydride (6.8 g, 32 mmol). On complete addition the reaction mixture was stirred at room temperature for 17 hours. The mixture was basified by the addition of a saturated solution of sodium hydrogen carbonate, the layers were separated and the organic layer dri... Reactants: C(C)(=O)O (acetic acid), C(C)(=O)O (acetic acid), spirocyclopropylcyclohexadienyl, CC1=CNC2=C1C34CC3CN(C4=CC2=O)C(=O)C5=CC6=C7C(=C(C(=C6N5)OC)O)N(CC7)C(=O)C8=CC9=C1C(=C(C(=C9N8)OC)O)N(CC1)C(=O)N (CC-1065). The product is C(C)(=O)OCC1C2=C(N(C1)C(=O)C1=CC3=C(N1)C(=C(C=1N(CCC13)C(=O)C1=CC3=C(N1)C(=C(C=1N(CCC13)C(=O)N)O)OC)O)OC)C=C(C=1NC=C(C12)C)O (7-[[7-[[1-[(acetyloxy)methyl]-1,6-dihydro-5-hydroxy-8-methylbenzo[1,2-b:4,3-b']dipyrrol-3(2H)-yl]carbonyl]-1,6-dihydro-4-hydroxy-5-methoxybenzo[1,2-b:4,3-b']-dipyrrol-3(2H)-yl]carbonyl]-1,6-dihydro-4-hydroxy-5-methoxybenzo[1,2-b:4,3-b']dipyrrole-3(2H)-carboxamide). Reaction SMILES: [CH3:1][C:2]1[C:6]2[C:7]34[C:12](=[CH:13][C:14](=[O:15])[C:5]=2[NH:4][CH:3]=1)[N:11]([C:16]([C:18]1[NH:26][C:25]2[C:20](=[C:21]5[CH2:32][CH2:31][N:30]([C:33]([C:35]6[NH:43][C:42]7[C:37](=[C:38]8[CH2:49][CH2:48][N:47]([C:50]([NH2:52])=[O:51])[C:39]8=[C:40]([OH:46])[C:41]=7[O:44][CH3:45])[CH:36]=6)=[O:34])[C:22]5=[C:23]([OH:29])[C:24]=2[O:27][CH3:28])[CH:19]=1)=[O:17])[CH2:10][CH:9]3[CH2:8]4.[C:53]([OH:56])(=[O:55])[CH3:54]>>[C:53]([O:56][CH2:8][CH:9]1[CH2:10][N:11]([C:16]([C:18]2[NH:26][C:25]3[C:24]([O:27][CH3:28])=[C:23]([OH:29])[C:22]4[N:30]([C:33]([C:35]5[NH:43][C:42]6[C:41]([O:44][CH3:45])=[C:40]([OH:46])[C:39]7[N:47]([C:50]([NH2:52])=[O:51])[CH2:48][CH2:49][C:38]=7[C:37]=6[CH:36]=5)=[O:34])[CH2:31][CH2:32][C:21]=4[C:20]=3[CH:19]=2)=[O:17])[C:12]2[CH:13]=[C:14]([OH:15])[C:5]3[NH:4][CH:3]=[C:2]([CH3:1])[C:6]=3[C:7]1=2)(=[O:55])[CH3:54]. Reported procedure: In The Journal of Antibiotics, 1985, 38, 746, D. G. Martin et al reported that acetic acid adds across the spirocyclopropylcyclohexadienyl (SCPCH) system of CC-1065 to produce the phenolic, acetic acid product (AAP), 7-[[7-[[1-[(acetyloxy)methyl]-1,6-dihydro-5-hydroxy-8-methylbenzo[1,2-b:4,3-b']dipyrrol-3(2H)-yl]carbonyl]-1,6-dihydro-4-hydroxy-5-methoxybenzo[1,2-b:4,3-b']-dipyrrol-3(2H)-yl]carbonyl]-1,6-dihydro-4-hydroxy-5-methoxybenzo[1,2-b:4,3-b']dipyrrole-3(2H)-carboxamide. AAP was tested in ... Starting materials: CN1CCOCC1, CNO, COc1nc(Cl)nc(OC)n1, Cl, O=C(O)c1cc2c(COC3CCOCC3)cn(Cc3ccc(F)cc3)c2cn1. The product is CN(O)C(=O)c1cc2c(COC3CCOCC3)cn(Cc3ccc(F)cc3)c2cn1. Reaction SMILES: [CH3:40][N:41]1[CH2:42][CH2:43][O:44][CH2:45][CH2:46]1.[CH3:48][NH:49][OH:50].[Cl:29][c:30]1[n:31][c:32]([O:33][CH3:34])[n:35][c:36]([O:37][CH3:38])[n:39]1.[ClH:47].[F:1][c:2]1[cH:3][cH:4][c:5]([CH2:6][n:7]2[cH:8][c:9]([CH2:19][O:20][CH:21]3[CH2:22][CH2:23][O:24][CH2:25][CH2:26]3)[c:10]3[c:11]2[cH:12][n:13][c:14]([C:16](=[O:17])[OH:18])[cH:15]3)[cH:27][cH:28]1>>[F:1][c:2]1[cH:3][cH:4][c:5]([CH2:6][n:7]2[cH:8][c:9]([CH2:19][O:20][CH:21]3[CH2:22][CH2:23][O:24][CH2:25][CH2:26]3)[c:10]3[c:11]2[cH:12][n:13][c:14]([C:16](=[O:18])[N:49]([CH3:48])[OH:50])[cH:15]3)[cH:27][cH:28]1. Starting materials: [N+](=O)([O-])C=1C=CC=C(C1C1=CC=CC=C1)C=O (6-nitrobiphenyl-2-carbaldehyde), C1=CC=C(C=C1)P(C2=CC=CC=C2)C3=CC=CC=C3 (PPh3). Solvent: ClC1=C(C=CC=C1)Cl (1,2-dichlorobenzene). The product is C1=CC=C(C=2C3=CC=CC=C3NC12)C=O (9H-carbazole-4-carbaldehyde). The yield is 56.3%. RXN SMILES: [N+:1]([C:4]1[CH:5]=[CH:6][CH:7]=[C:8]([CH:16]=[O:17])[C:9]=1[C:10]1[CH:15]=[CH:14][CH:13]=[CH:12][CH:11]=1)([O-])=O.C1C=CC(P(C2C=CC=CC=2)C2C=CC=CC=2)=CC=1>ClC1C=CC=CC=1Cl>[CH:5]1[C:4]2[NH:1][C:15]3[C:10](=[CH:11][CH:12]=[CH:13][CH:14]=3)[C:9]=2[C:8]([CH:16]=[O:17])=[CH:7][CH:6]=1. Procedure: A 100-mL round-bottom flask was placed a solution of 6-nitrobiphenyl-2-carbaldehyde (6.2 g, 27.31 mmol, 1.00 equiv) in 1,2-dichlorobenzene (60 mL). To the mixture was added PPh3 (17.9 g, 68.32 mmol, 2.50 equiv) and the mixture was heated to reflux for 30 hours. Upon completion, the resulting mixture was concentrated on a rotary evaporator to give a residue that was purified by silica gel column chromatography affording 9H-carbazole-4-carbaldehyde as yellow solid (3 g, 56%).